From a dataset of the Open Reaction Database (ORD), a public repository of structured organic reaction records. describe an organic reaction: reactants, conditions, products, and yield Reactants: C1[C@@H](O1)CCl (R-(-)-epichlorohydrin), [OH-].[Na+] (sodium hydroxide). The reagents and catalysts are [Cl-].C(C1=CC=CC=C1)[N+](CC)(CC)CC (benzyltriethylammonium chloride). Run in CN(C=O)C (dimethylformamide). Run at time 40 minute. Yields the product C(C1CO1)OCC1CO1 (glycidyl ether). RXN SMILES: [CH2:1]1[O:3][C@H:2]1[CH2:4]Cl.[OH-:6].[Na+]>[Cl-].C([N+](CC)(CC)CC)C1C=CC=CC=1.CN(C)C=O>[CH2:4]([O:6][CH2:4][CH:2]1[O:3][CH2:1]1)[CH:2]1[O:3][CH2:1]1 |f:1.2,3.4|. Procedure: The starting formula derivative (2.50 g) of the following formula: ##STR17## and the same R-(-)-epichlorohydrin (4.25 g) and benzyltriethylammonium chloride (20 mg) as used in Preparation 2 are dissolved in dimethylformamide (3 ml) and thereto is added dropwise 24 wt. % aqueous sodium hydroxide (1.2 equivalent) at 60° C. After reacting at the same temperature for 40 minutes, the reaction mixture is cooled to room temperature and extracted with ether. The extract is distilled under reduced pressu... Reported procedure: Phosphorus oxychloride (1.7 g) was added to a stirred suspension of 2-propoxyimino-2-(2-aminothiazol-4-yl)acetic acid (syn isomer) (2.0 g) in dry tetrahydrofuran (20 ml) and water (0.114 g) at 0° to 3° C. and the resulting mixture was stirred for 30 minutes and thereto was added N-trimethylsilylacetamide (1.2 g) at the same temperature. The resulting mixture was stirred for 15 minutes and thereto was added phosphorus oxychloride (1.7 g) at the same temperature and then stirred for 15 minutes. To... As a reaction SMILES: P(Cl)(Cl)(Cl)=O.[CH2:6]([O:9][N:10]=[C:11]([C:15]1[N:16]=[C:17]([NH2:20])[S:18][CH:19]=1)[C:12]([OH:14])=O)[CH2:7][CH3:8].C[Si](C)(C)NC(=O)C.O.O.Cl.[Cl-].[NH2:33][CH:34]1[C:51](=[O:52])[N:36]2[C:37]([C:48]([OH:50])=[O:49])=[C:38]([CH2:41][N+:42]3[CH:47]=[CH:46][CH:45]=[CH:44][CH:43]=3)[CH2:39][S:40][C@H:35]12>O1CCCC1.C(OCC)(=O)C.O.CN(C)C=O>[CH2:6]([O:9][N:10]=[C:11]([C:15]1[N:16]=[C:17]([NH2:20])[S:18][CH:19]=1)[C:12]([NH:33][CH:34]1[C:51](=[O:52])[N:36]2[C:37]([C:48]([O-:50])=[O:49])=[C:38]([CH2:41][N+:42]3[CH:43]=[CH:44][CH:45]=[CH:46][CH:47]=3)[CH2:39][S:40][C@H:35]12)=[O:14])[CH2:7][CH3:8] |f:3.4.5.6.7|. Product: C(CC)ON=C(C(=O)NC1[C@@H]2N(C(=C(CS2)C[N+]2=CC=CC=C2)C(=O)[O-])C1=O)C=1N=C(SC1)N (7-[2-propoxyimino-2-(2-aminothiazol-4-yl)acetamido]-3-(1-pyridiniomethyl)-3-cephem-4-carboxylate). Run at time 30 minute. Run in C(C)(=O)OCC (ethyl acetate), O (water), O1CCCC1 (tetrahydrofuran), CN(C=O)C (N,N-dimethylformamide), O1CCCC1 (tetrahydrofuran), O (water). Starting materials: P(=O)(Cl)(Cl)Cl (phosphorus oxychloride), Solution A, C[Si](NC(C)=O)(C)C (N-trimethylsilylacetamide), O.O.Cl.[Cl-].NC1[C@@H]2N(C(=C(CS2)C[N+]2=CC=CC=C2)C(=O)O)C1=O (1-[(7-amino-4-carboxy-3-cephem-3-yl)methyl]pyridinium chloride hydrochloride dihydrate), P(=O)(Cl)(Cl)Cl (Phosphorus oxychloride), C(CC)ON=C(C(=O)O)C=1N=C(SC1)N (2-propoxyimino-2-(2-aminothiazol-4-yl)acetic acid), Solution A, C[Si](NC(C)=O)(C)C (N-trimethylsilylacetamide). The reactants are COC=1C=C2C(=CC=NC2=CC1OC)OC1=CC=C(C=C1)N (6,7-Dimethoxy-4-(4-aminophenoxy)quinoline), COC1=CC=C(C=C1)N=C=O (4-methoxyphenyl isocyanate). The solvent is C1(=CC=CC=C1)C (toluene). Yields the product COC1=CC=C(C=C1)NC(=O)NC1=CC=C(C=C1)OC1=CC=NC2=CC(=C(C=C12)OC)OC (N-(4-Methoxyphenyl)-N'-{4-[(6,7-dimethoxy-4-quinolinyl)oxy]phenyl}urea). Yield: 68.0%. RXN SMILES: [CH3:1][O:2][C:3]1[CH:4]=[C:5]2[C:10](=[CH:11][C:12]=1[O:13][CH3:14])[N:9]=[CH:8][CH:7]=[C:6]2[O:15][C:16]1[CH:21]=[CH:20][C:19]([NH2:22])=[CH:18][CH:17]=1.[CH3:23][O:24][C:25]1[CH:30]=[CH:29][C:28]([N:31]=[C:32]=[O:33])=[CH:27][CH:26]=1>C1(C)C=CC=CC=1>[CH3:23][O:24][C:25]1[CH:30]=[CH:29][C:28]([NH:31][C:32]([NH:22][C:19]2[CH:18]=[CH:17][C:16]([O:15][C:6]3[C:5]4[C:10](=[CH:11][C:12]([O:13][CH3:14])=[C:3]([O:2][CH3:1])[CH:4]=4)[N:9]=[CH:8][CH:7]=3)=[CH:21][CH:20]=2)=[O:33])=[CH:27][CH:26]=1. Procedure details: 6,7-Dimethoxy-4-(4-aminophenoxy)quinoline (53 mg) was dissolved in toluene (3 ml) with heat, 4-methoxyphenyl isocyanate (0.2 ml) was added, and the admixture was refluxed with heat for 30 minutes. The separated crystals were filtered and washed with toluene to obtain 54 mg of the title compound (yield: 68%). The reactants are O[C@@H]1[C@H](NC([C@H](NC([C@H](NC(C[C@H](OOC(C1)=O)\C=C\CCS)=O)C(C)C)=O)C)=O)C(C)C ((3S,7R,10R,13R,14S)-14-Hydroxy-7,13-diisopropyl-3-((E)-4-mercapto-but-1-enyl)-10-methyl-1,2-dioxa-6,9,12-triaza-cyclohexadecane-5,8,11,16-tetraone), C(C)(C)N(CC)C(C)C (diisopropylethylamine), Cl (HCl), C(C)(=O)Cl (acetyl chloride). The solvent is C(Cl)Cl (CH2Cl2), CCOC(=O)C (EtOAc), C(Cl)Cl (CH2Cl2). Product: O[C@@H]1[C@H](NC([C@H](NC([C@H](NC(C[C@H](OOC(C1)=O)/C=C/CCSC(C)=O)=O)C(C)C)=O)C)=O)C(C)C (Thioacetic acid S-[(E)-4-((3S,7R,10R,13R,14S)-14-hydroxy-7,13-diisopropyl-10-methyl-5,8,11,16-tetraoxo-1,2-dioxa-6,9,12-triaza-cyclohexadec-3-yl)-but-3-enyl]ester). Yield: 41.0%. As a reaction SMILES: [OH:1][C@H:2]1[CH2:17][C:16](=[O:18])[O:15][O:14][C@H:13](/[CH:19]=[CH:20]/[CH2:21][CH2:22][SH:23])[CH2:12][C:11](=[O:24])[NH:10][C@H:9]([CH:25]([CH3:27])[CH3:26])[C:8](=[O:28])[NH:7][C@H:6]([CH3:29])[C:5](=[O:30])[NH:4][C@@H:3]1[CH:31]([CH3:33])[CH3:32].C(N(C(C)C)CC)(C)C.[C:43](Cl)(=[O:45])[CH3:44].Cl>C(Cl)Cl.CCOC(C)=O>[OH:1][C@H:2]1[CH2:17][C:16](=[O:18])[O:15][O:14][C@H:13](/[CH:19]=[CH:20]/[CH2:21][CH2:22][S:23][C:43](=[O:45])[CH3:44])[CH2:12][C:11](=[O:24])[NH:10][C@H:9]([CH:25]([CH3:27])[CH3:26])[C:8](=[O:28])[NH:7][C@H:6]([CH3:29])[C:5](=[O:30])[NH:4][C@@H:3]1[CH:31]([CH3:33])[CH3:32]. Reported procedure: To a solution of 9 (24.7 mg, 0.035 mmol) in CH2Cl2 (1.4 mL) was added triethylsilane (28 μL, 0.175 mmol) followed by the dropwise addition of TFA (0.35 mL, 25% v/v). After stirring for 1 h the reaction mixture was concentrated in vacuo and put under high vacuum for 2 h to give the crude thiol 10. At 0° C. to a solution of thiol 10 in CH2Cl2 (0.45 mL) was added diisopropylethylamine (30 μL, 0.172 mmol) followed by acetyl chloride (2.43 μL, 0.034 mmol) in CH2Cl2 (0.1 mL). After stirring for 2 h 10... The reactants are CCOC(C)=O, O=C1CC2OC(COS(=O)(=O)c3ccc(Cl)cc3)CN12, [N-]=[N+]=[N-], [Na+], CN(C)C=O. Yields the product [N-]=[N+]=NCC1CN2C(=O)CC2O1. As a reaction SMILES: [CH3:30][CH2:31][O:32][C:33](=[O:34])[CH3:35].[Cl:1][c:2]1[cH:3][cH:4][c:5]([S:6]([O:7][CH2:12][CH:13]2[CH2:14][N:15]3[C:16](=[O:20])[CH2:17][CH:18]3[O:19]2)(=[O:8])=[O:9])[cH:10][cH:11]1.[N-:22]=[N+:23]=[N-:24].[Na+:21].[O:25]=[CH:26][N:27]([CH3:28])[CH3:29]>>[CH2:12]([CH:13]1[CH2:14][N:15]2[C:16](=[O:20])[CH2:17][CH:18]2[O:19]1)[N:22]=[N+:23]=[N-:24]. Reactants: CNO, CCOC(C)=O, Cl, COCCOCc1cn(Cc2ccc(F)cc2F)c2cnc(C(=O)O)cc12, CN(C)C=O. The product is COCCOCc1cn(Cc2ccc(F)cc2F)c2cnc(C(=O)N(C)O)cc12. Reaction SMILES: [CH3:29][NH:30][OH:31].[CH3:37][CH2:38][O:39][C:40]([CH3:41])=[O:42].[ClH:28].[F:1][c:2]1[c:3]([CH2:4][n:5]2[cH:6][c:7]([CH2:17][O:18][CH2:19][CH2:20][O:21][CH3:22])[c:8]3[c:9]2[cH:10][n:11][c:12]([C:14](=[O:15])[OH:16])[cH:13]3)[cH:23][cH:24][c:25]([F:27])[cH:26]1.[O:32]=[CH:33][N:34]([CH3:35])[CH3:36]>>[F:1][c:2]1[c:3]([CH2:4][n:5]2[cH:6][c:7]([CH2:17][O:18][CH2:19][CH2:20][O:21][CH3:22])[c:8]3[c:9]2[cH:10][n:11][c:12]([C:14](=[O:16])[N:30]([CH3:29])[OH:31])[cH:13]3)[cH:23][cH:24][c:25]([F:27])[cH:26]1. Reactants: [N-]=[N+]=[N-].[Na+] (sodium azide), C(C1=CC=CC=C1)OC[C@H]([C@H]1OC([C@@H](C1)C)=O)OS(=O)(=O)C (Methanesulfonic acid (R)-2-benzyloxy-1-[(2S,4R)-4-methyl-5-oxotetrahydrofuran-2-yl]ethyl ester), ice water. Run in CN1CCCN(C1=O)C (N,N′-dimethylpropyleneurea). Conditions: temperature 60 celsius, time 3 day. Yields the product N(=[N+]=[N-])[C@@H](COCC1=CC=CC=C1)[C@@H]1C[C@H](C(O1)=O)C ((3R,5S)-5-[(S)-1-Azido-2-benzyloxyethyl]-3-methyldihydrofuran-2-one). Isolated yield 91.2%. Reaction SMILES: [N-:1]=[N+:2]=[N-:3].[Na+].[CH2:5]([O:12][CH2:13][C@@H:14](OS(C)(=O)=O)[C@@H:15]1[CH2:19][C@@H:18]([CH3:20])[C:17](=[O:21])[O:16]1)[C:6]1[CH:11]=[CH:10][CH:9]=[CH:8][CH:7]=1>CN1C(=O)N(C)CCC1>[N:1]([C@H:14]([C@H:15]1[O:16][C:17](=[O:21])[C@H:18]([CH3:20])[CH2:19]1)[CH2:13][O:12][CH2:5][C:6]1[CH:11]=[CH:10][CH:9]=[CH:8][CH:7]=1)=[N+:2]=[N-:3] |f:0.1|. Procedure: 2.93 g of sodium azide (45.1 mmol) was added to a solution of 9.90 g of methanesulfonic acid (R)-2-benzyloxy-1-[(2S,4R)-4-methyl-5-oxotetrahydrofuran-2-yl]ethyl ester obtained in Example (76d) (30.1 mmol) in N,N′-dimethylpropyleneurea (100 ml) at room temperature, and the mixture was stirred at 60° C. for three days. The reaction mixture was cooled and then poured into ice water, followed by extraction with diethyl ether. Then, the organic layer was washed with water and brine and dried over anh... The reactants are C(C)OC([C@@H](CCC(=O)C1=CC=C(C=C1)Cl)NC(=O)OC(C)(C)C)=O ((R)-2-t-butoxycarbonylamino-5-(4-chlorophenyl)-5-oxovaleric acid ethyl ester). The solvent is Cl.C(C)(=O)OCC (hydrochloric acid ethyl acetate). Run at temperature -50 celsius, time 3 hour. The product is C(C)OC(=O)[C@@H]1N[C@@H](CC1)C1=CC=C(C=C1)Cl ((2R,5S)-5-(4-chlorophenyl)pyrrolidine-2-carboxylic acid ethyl ester). Isolated yield 39.5%. As a reaction SMILES: [CH2:1]([O:3][C:4](=[O:25])[C@H:5]([NH:17]C(OC(C)(C)C)=O)[CH2:6][CH2:7][C:8]([C:10]1[CH:15]=[CH:14][C:13]([Cl:16])=[CH:12][CH:11]=1)=O)[CH3:2]>Cl.C(OCC)(=O)C>[CH2:1]([O:3][C:4]([C@H:5]1[CH2:6][CH2:7][C@@H:8]([C:10]2[CH:15]=[CH:14][C:13]([Cl:16])=[CH:12][CH:11]=2)[NH:17]1)=[O:25])[CH3:2] |f:1.2|. Procedure: A 4 N hydrochloric acid/ethyl acetate solution (120 mL) was added to (R)-2-t-butoxycarbonylamino-5-(4-chlorophenyl)-5-oxovaleric acid ethyl ester (17.4 g). Stirring was continued for 3 hours at room temperature. The solvent was removed under a vacuum, and ethyl acetate and saturated sodium bicarbonate solution was added, and the organic layer was partitioned. The organic layer was washed with brine and was dried with magnesium sulfate. The solvent was removed under a vacuum, and methanol (200 mL... Starting materials: [H-].[Na+] (sodium hydride), OC1=NC(=NC(=C1CC(=O)OCC)O)S (4,6-Dihydroxy-2-mercapto-5-pyrimidineacetic acid, Ethyl Ester), O (water), FC1=C(CBr)C=CC=C1F (2,3-difluorobenzylbromide). The solvent is oil, CN(C)C=O (DMF), CN(C)C=O (DMF). Run at time 1 hour. The product is FC1=C(C=CC=C1F)CSC1=NC(=C(C(=N1)O)CC(=O)OCC)O (2-[[(2,3-Difluorophenyl)methyl]thio]-4,6-dihydroxy-5-pyrimidineacetic acid, Ethyl Ester). Reaction SMILES: [H-].[Na+].[OH:3][C:4]1[C:9]([CH2:10][C:11]([O:13][CH2:14][CH3:15])=[O:12])=[C:8]([OH:16])[N:7]=[C:6]([SH:17])[N:5]=1.[F:18][C:19]1[C:26]([F:27])=[CH:25][CH:24]=[CH:23][C:20]=1[CH2:21]Br.O>CN(C=O)C>[F:18][C:19]1[C:26]([F:27])=[CH:25][CH:24]=[CH:23][C:20]=1[CH2:21][S:17][C:6]1[N:7]=[C:8]([OH:16])[C:9]([CH2:10][C:11]([O:13][CH2:14][CH3:15])=[O:12])=[C:4]([OH:3])[N:5]=1 |f:0.1|. Reported procedure: To a suspension of 60% sodium hydride in oil (1.37 g) in dry DMF (10 ml) was added a solution of the product from example 1, step (a) (7.9 g) in dry DMF (30 ml). After the addition the mixture was stirred at room temperature for 1 hour. To the solution was added 2,3-difluorobenzylbromide (4.45 ml) and the mixture allowed to stir overnight. The mixture was poured into water (200 ml) and the product collected by filtration to give the subtitle compound (8.1 g).